Dataset: the Open Reaction Database (ORD), a public repository of structured organic reaction records. Task: describe an organic reaction: reactants, conditions, products, and yield The reactants are C(#N)C=1C=C(C(=O)O)C=CC1OC(C)C (3-cyano-4-[(1-methylethyl)oxy]benzoic acid), C(CCl)Cl (EDC), ONC(C=1C=CC2=C(CN(CCO2)C(=O)OC(C)(C)C)C1)=N (1,1-dimethylethyl 7-[(hydroxyamino)(imino)methyl]-2,3-dihydro-1,4-benzoxazepine-4(5H)-carboxylate), C(#N)C=1C=C(C(=O)O)C=CC1OC(C)C (3-cyano-4-[(1-methylethyl)oxy]benzoic acid), C(CCl)Cl (EDC), C=1C=CC2=C(C1)N=NN2O (HOBT). The solvent is CN(C)C=O (DMF). Conditions: temperature 120 celsius, time 3 hour. The product is C(#N)C=1C=C(C=CC1OC(C)C)C1=NC(=NO1)C=1C=CC2=C(CN(CCO2)C(=O)OC(C)(C)C)C1 (1,1-Dimethylethyl 7-(5-{3-cyano-4-[(1-methylethyl)oxy]phenyl}-1,2,4-oxadiazol-3-yl)-2,3-dihydro-1,4-benzoxazepine-4(5H)-carboxylate). Isolated yield 31.5%. Reaction SMILES: [OH:1][NH:2][C:3](=[NH:22])[C:4]1[CH:5]=[CH:6][C:7]2[O:13][CH2:12][CH2:11][N:10]([C:14]([O:16][C:17]([CH3:20])([CH3:19])[CH3:18])=[O:15])[CH2:9][C:8]=2[CH:21]=1.[C:23]([C:25]1[CH:26]=[C:27]([CH:31]=[CH:32][C:33]=1[O:34][CH:35]([CH3:37])[CH3:36])[C:28](O)=O)#[N:24].C(Cl)CCl.C1C=CC2N(O)N=NC=2C=1>CN(C=O)C>[C:23]([C:25]1[CH:26]=[C:27]([C:28]2[O:1][N:2]=[C:3]([C:4]3[CH:5]=[CH:6][C:7]4[O:13][CH2:12][CH2:11][N:10]([C:14]([O:16][C:17]([CH3:18])([CH3:19])[CH3:20])=[O:15])[CH2:9][C:8]=4[CH:21]=3)[N:22]=2)[CH:31]=[CH:32][C:33]=1[O:34][CH:35]([CH3:36])[CH3:37])#[N:24]. Procedure: A solution of 1,1-dimethylethyl 7-[(hydroxyamino)(imino)methyl]-2,3-dihydro-1,4-benzoxazepine-4(5H)-carboxylate (Preparation 75) (0.84 g, 2.73 mmol), 3-cyano-4-[(1-methylethyl)oxy]benzoic acid (can be prepared as described in WO2005/58848) (0.617 g, 3.01 mmol), EDC (0.786 g, 4.10 mmol) and HOBT (0.502 g, 3.28 mmol) in DMF (10 ml) was stirred at RT overnight. Additional EDC (0.4 g) was added and the reaction stirred for 3 hours. Then additional 3-cyano-4-[(1-methylethyl)oxy]benzoic acid (0.3 g) w... The reactants are Cl, CC(=O)Nc1ccnc(-c2ccc(C(O)(c3cn(C(c4ccccc4)(c4ccccc4)c4ccccc4)cn3)C(C)C)cc2)c1, c1ccncc1. The product is CC(=O)Nc1ccnc(-c2ccc(C(O)(c3c[nH]cn3)C(C)C)cc2)c1. RXN SMILES: [ClH:46].[OH:1][C:2]([CH:3]([CH3:4])[CH3:5])([c:6]1[n:7][cH:8][n:9]([C:11]([c:12]2[cH:13][cH:14][cH:15][cH:16][cH:17]2)([c:18]2[cH:19][cH:20][cH:21][cH:22][cH:23]2)[c:24]2[cH:25][cH:26][cH:27][cH:28][cH:29]2)[cH:10]1)[c:30]1[cH:31][cH:32][c:33](-[c:36]2[n:37][cH:38][cH:39][c:40]([NH:42][C:43]([CH3:44])=[O:45])[cH:41]2)[cH:34][cH:35]1.[n:47]1[cH:48][cH:49][cH:50][cH:51][cH:52]1>>[OH:1][C:2]([CH:3]([CH3:4])[CH3:5])([c:6]1[n:7][cH:8][nH:9][cH:10]1)[c:30]1[cH:31][cH:32][c:33](-[c:36]2[n:37][cH:38][cH:39][c:40]([NH:42][C:43]([CH3:44])=[O:45])[cH:41]2)[cH:34][cH:35]1.